Dataset: the Open Reaction Database (ORD), a public repository of structured organic reaction records. Task: describe an organic reaction: reactants, conditions, products, and yield Starting materials: C(C1=CC=CC=C1)OC(C1=CC=C(C=C1)O)=O (p-hydroxybenzoic acid benzyl ester), C([O-])([O-])=O.[Na+].[Na+] (sodium carbonate), C1(=CC(=CC=C1)CCl)CCl (m-xylylenedichloride), O (water). Run in CN(C=O)C (N,N-dimethylformamide), CN(C=O)C (N,N-dimethylformamide). Conditions: time 10 minute. Product: C(=O)(OCC1=CC=CC=C1)C1=CC=C(OCC2=CC(=CC=C2)COC2=CC=C(C=C2)C(=O)OCC2=CC=CC=C2)C=C1 (1,3-bis(p-carbobenzyloxyphenoxymethyl)-benzene). Isolated yield 26.9%. Reaction SMILES: [CH2:1]([O:8][C:9](=[O:17])[C:10]1[CH:15]=[CH:14][C:13]([OH:16])=[CH:12][CH:11]=1)[C:2]1[CH:7]=[CH:6][CH:5]=[CH:4][CH:3]=1.[C:18](=[O:21])([O-])[O-:19].[Na+].[Na+].[C:24]1([CH2:32]Cl)[CH:29]=[CH:28][CH:27]=[C:26]([CH2:30]Cl)[CH:25]=1.[OH2:34]>CN(C)C=O>[C:9]([C:10]1[CH:11]=[CH:12][C:13]([O:16][CH2:32][C:24]2[CH:29]=[CH:28][CH:27]=[C:26]([CH2:30][O:34][C:13]3[CH:12]=[CH:11][C:10]([C:18]([O:19][CH2:1][C:2]4[CH:7]=[CH:6][CH:5]=[CH:4][CH:3]=4)=[O:21])=[CH:15][CH:14]=3)[CH:25]=2)=[CH:14][CH:15]=1)([O:8][CH2:1][C:2]1[CH:3]=[CH:4][CH:5]=[CH:6][CH:7]=1)=[O:17] |f:1.2.3|. Reported procedure: To a solution of p-hydroxybenzoic acid benzyl ester (45.6 g, 0.2 mol) in 200 ml N,N-dimethylformamide, sodium carbonate (10.6 g, 0.1 mol) was added and stirred for 10 minutes at room temperature. Then a solution of m-xylylenedichloride (17.3 g, 0.1 mol) in 100 ml of N,N-dimethylformamide was added in drops to the reaction mixture in 10 minutes. The reaction mixture stirred at 113° C. for 4 hours, cooled and blown into water, and the obtained precipitate was filtered, rinsed with water. Then crue... The reactants are ClC1=C(C(=O)NCC2=NC=CC=C2)C=CC(=C1)N1CC(CC1)(C(F)(F)F)C1=CC(=CC(=C1)Cl)Cl (2-chloro-4-[3-(3,5-dichlorophenyl)-3-(trifluoromethyl)pyrrolidin1-yl]-N-(pyridin-2-ylmethyl)benzamide), COC=1C=CC(=CC1)P2(=S)SP(=S)(S2)C=3C=CC(=CC3)OC (Lawesson reagent). The solvent is C1(=CC=CC=C1)C (toluene). Product: ClC1=C(C=CC(=C1)N1CC(CC1)(C(F)(F)F)C1=CC(=CC(=C1)Cl)Cl)C(NCC1=NC=CC=C1)=S (2-chloro-4-[3-(3,5-dichlorophenyl)-3-(trifluoromethyl)pyrrolidin1-yl]-N-(pyridin-2-ylmethyl)benzenecarbothioamide). Yield: 27.7%. RXN SMILES: [Cl:1][C:2]1[CH:17]=[C:16]([N:18]2[CH2:22][CH2:21][C:20]([C:27]3[CH:32]=[C:31]([Cl:33])[CH:30]=[C:29]([Cl:34])[CH:28]=3)([C:23]([F:26])([F:25])[F:24])[CH2:19]2)[CH:15]=[CH:14][C:3]=1[C:4]([NH:6][CH2:7][C:8]1[CH:13]=[CH:12][CH:11]=[CH:10][N:9]=1)=O.COC1C=CC(P2(SP(C3C=CC(OC)=CC=3)(=S)S2)=[S:44])=CC=1>C1(C)C=CC=CC=1>[Cl:1][C:2]1[CH:17]=[C:16]([N:18]2[CH2:22][CH2:21][C:20]([C:27]3[CH:32]=[C:31]([Cl:33])[CH:30]=[C:29]([Cl:34])[CH:28]=3)([C:23]([F:26])([F:25])[F:24])[CH2:19]2)[CH:15]=[CH:14][C:3]=1[C:4](=[S:44])[NH:6][CH2:7][C:8]1[CH:13]=[CH:12][CH:11]=[CH:10][N:9]=1. Procedure: To the solution of 2-chloro-4-[3-(3,5-dichlorophenyl)-3-(trifluoromethyl)pyrrolidin1-yl]-N-(pyridin-2-ylmethyl)benzamide (0.35 g) in toluene was added Lawesson reagent (0.28 g) and the mixture was heated to reflux for 3 hours. After the mixture was cooled to room temperature, the solvent was distilled away under the reduced pressure, and the residue was purified by silica gel chromatography to yield 2-chloro-4-[3-(3,5-dichlorophenyl)-3-(trifluoromethyl)pyrrolidin1-yl]-N-(pyridin-2-ylmethyl)benze... The reactants are CSC(=C1C(OC(OC1=O)(C)C)=O)SC (5-(bis-methylsulfanyl-methylene)-2,2-dimethyl-[1,3]dioxane-4,6-dione), COC=1C=C(N)C=CC1OC (3,4-dimethoxyaniline). Solvent: CCO (EtOH). Yields the product COC=1C=C(C=CC1OC)NC(=C1C(OC(OC1=O)(C)C)=O)SC (5-[(3,4-dimethoxy-phenylamino)-methylsulfanyl-methylene]-2,2-dimethyl-[1,3]dioxane-4,6-dione), solid. The yield is 47.0%. As a reaction SMILES: CS[C:3]([S:14][CH3:15])=[C:4]1[C:9](=[O:10])[O:8][C:7]([CH3:12])([CH3:11])[O:6][C:5]1=[O:13].[CH3:16][O:17][C:18]1[CH:19]=[C:20]([CH:22]=[CH:23][C:24]=1[O:25][CH3:26])[NH2:21]>CCO>[CH3:16][O:17][C:18]1[CH:19]=[C:20]([NH:21][C:3]([S:14][CH3:15])=[C:4]2[C:9](=[O:10])[O:8][C:7]([CH3:12])([CH3:11])[O:6][C:5]2=[O:13])[CH:22]=[CH:23][C:24]=1[O:25][CH3:26]. Procedure details: Commercially available 5-(bis-methylsulfanyl-methylene)-2,2-dimethyl-[1,3]dioxane-4,6-dione (3.5 g, 14 mmol) and 3,4-dimethoxyaniline (2.2 g, 14 mmol) were reflux in EtOH (20 mL) for 2 hours. The EtOH was removed under reduced pressure and EtOAc was added to the residue. The product was filtered and washed with cold EtOAc (3×). 5-[(3,4-dimethoxy-phenylamino)-methylsulfanyl-methylene]-2,2-dimethyl-[1,3]dioxane-4,6-dione was obtained as a white solid (1.7 g, 47% yield) and used without further pur... The reactants are O=C1C(=CN=C(N1)C1=C(C=CC=C1)OCCCC)C(=O)OCC (ethyl 1,6-dihydro-6-oxo-2-(2-n-butoxyphenyl)pyrimidine-5-carboxylate), [OH-].[Na+] (sodium hydroxide), C (charcoal). The solvent is C(C)O (ethanol). Product: O=C1C(=CN=C(N1)C1=C(C=CC=C1)OCCCC)C(=O)O (1,6-Dihydro-6-oxo-2-(2-n-butoxyphenyl)pyrimidine-5-carboxylic acid). RXN SMILES: [O:1]=[C:2]1[NH:7][C:6]([C:8]2[CH:13]=[CH:12][CH:11]=[CH:10][C:9]=2[O:14][CH2:15][CH2:16][CH2:17][CH3:18])=[N:5][CH:4]=[C:3]1[C:19]([O:21]CC)=[O:20].[OH-].[Na+].C>C(O)C>[O:1]=[C:2]1[NH:7][C:6]([C:8]2[CH:13]=[CH:12][CH:11]=[CH:10][C:9]=2[O:14][CH2:15][CH2:16][CH2:17][CH3:18])=[N:5][CH:4]=[C:3]1[C:19]([OH:21])=[O:20] |f:1.2|. Procedure: A mixture of ethyl 1,6-dihydro-6-oxo-2-(2-n-butoxyphenyl)pyrimidine-5-carboxylate (3.16 g., 0.01 mole), 1.0N sodium hydroxide (25 ml.), and 95% ethanol (10 ml.) was heated under reflux for 10 minutes. The hot solution was treated with charcoal and filtered. The filtrate was acidified with 1.0N hydrochloric acid (26 ml.) to precipitate the title compound (2.8 g., 97%), m.p. 163°-165°. Recrystallization from ethanol gave analytical product, m.p. 165°-166°. Starting materials: CC(c1cccc2ccccc12)N(CC1CN(c2c(F)cc(C(=O)O)cc2F)CC1c1ccccc1)C(=O)OC(C)(C)C, C1COCCO1, Cl, C1COCCO1. Yields the product Cl, CC(NCC1CN(c2c(F)cc(C(=O)O)cc2F)CC1c1ccccc1)c1cccc2ccccc12. RXN SMILES: [C:1]([O:2][C:3](=[O:4])[N:8]([CH:9]([CH3:10])[c:11]1[cH:12][cH:13][cH:14][c:15]2[cH:16][cH:17][cH:18][cH:19][c:20]12)[CH2:21][CH:22]1[CH2:23][N:24]([c:33]2[c:34]([F:43])[cH:35][c:36]([C:37](=[O:38])[OH:39])[cH:40][c:41]2[F:42])[CH2:25][CH:26]1[c:27]1[cH:28][cH:29][cH:30][cH:31][cH:32]1)([CH3:5])([CH3:6])[CH3:7].[CH2:51]1[O:52][CH2:53][CH2:54][O:55][CH2:56]1.[ClH:50].[O:44]1[CH2:45][CH2:46][O:47][CH2:48][CH2:49]1>>[ClH:50].[NH:8]([CH:9]([CH3:10])[c:11]1[cH:12][cH:13][cH:14][c:15]2[cH:16][cH:17][cH:18][cH:19][c:20]12)[CH2:21][CH:22]1[CH2:23][N:24]([c:33]2[c:34]([F:43])[cH:35][c:36]([C:37](=[O:38])[OH:39])[cH:40][c:41]2[F:42])[CH2:25][CH:26]1[c:27]1[cH:28][cH:29][cH:30][cH:31][cH:32]1. The reactants are O=C(n1ccnc1)n1ccnc1, CS(N)(=O)=O, CN(C)C=O, CC1(C)Cc2c(ccc(F)c2C(=O)O)NC1c1cccc(N2CCOCC2)c1, [H-], [Na+]. The product is CC1(C)Cc2c(ccc(F)c2C(=O)NS(C)(=O)=O)NC1c1cccc(N2CCOCC2)c1. As a reaction SMILES: [C:36]([n:37]1[cH:38][cH:39][n:40][cH:41]1)([n:42]1[cH:43][cH:44][n:45][cH:46]1)=[O:47].[CH3:3][S:4](=[O:5])(=[O:6])[NH2:7].[CH3:48][N:49]([CH3:50])[CH:51]=[O:52].[F:8][c:9]1[c:10]([C:33](=[O:34])[OH:35])[c:11]2[c:16]([cH:17][cH:18]1)[NH:15][CH:14]([c:19]1[cH:20][c:21]([N:25]3[CH2:26][CH2:27][O:28][CH2:29][CH2:30]3)[cH:22][cH:23][cH:24]1)[C:13]([CH3:31])([CH3:32])[CH2:12]2.[H-:1].[Na+:2]>>[CH3:3][S:4](=[O:5])(=[O:6])[NH:7][C:33]([c:10]1[c:9]([F:8])[cH:18][cH:17][c:16]2[c:11]1[CH2:12][C:13]([CH3:31])([CH3:32])[CH:14]([c:19]1[cH:20][c:21]([N:25]3[CH2:26][CH2:27][O:28][CH2:29][CH2:30]3)[cH:22][cH:23][cH:24]1)[NH:15]2)=[O:34]. The reactants are C(C)(C)(C)OC(=O)N1[C@@H](CCC1)C(COC1=CC=C(C=C1)F)O ((2S)-1-(tert-butoxycarbonyl)-2-[2-(4-fluorophenoxy)-1-hydroxyethyl]pyrrolidine), C(C)(C)(C)OC(=O)N1[C@H](C(=O)O)CCC1 (N-(tert-butoxycarbonyl)-L-proline). Yields the product C(C)(C)(C)OC(=O)N1[C@H](C(=O)N2[C@@H](CCC2)C(COC2=CC=C(C=C2)F)O)CCC1 ((2S)-1-[N-(tert-Butoxycarbonyl)-L-prolyl]-2-[2-(4-fluorophenoxy)-1-hydroxyethyl]pyrrolidine). The yield is 75.0%. Reaction SMILES: C(O[C:6]([N:8]1[CH2:12][CH2:11][CH2:10][C@H:9]1[CH:13]([OH:23])[CH2:14][O:15][C:16]1[CH:21]=[CH:20][C:19]([F:22])=[CH:18][CH:17]=1)=[O:7])(C)(C)C.[C:24]([O:28][C:29]([N:31]1[CH2:38][CH2:37][CH2:36][C@H:32]1C(O)=O)=[O:30])([CH3:27])([CH3:26])[CH3:25]>>[C:24]([O:28][C:29]([N:31]1[CH2:38][CH2:37][CH2:36][C@H:32]1[C:6]([N:8]1[CH2:12][CH2:11][CH2:10][C@H:9]1[CH:13]([OH:23])[CH2:14][O:15][C:16]1[CH:17]=[CH:18][C:19]([F:22])=[CH:20][CH:21]=1)=[O:7])=[O:30])([CH3:27])([CH3:25])[CH3:26]. Procedure: By the same procedure as in Example 26-D), while using (2S)-1-(tert-butoxycarbonyl)-2-[2-(4-fluorophenoxy)-1-hydroxyethyl]pyrrolidine (1.90 g) and N-(tert-butoxycarbonyl)-L-proline (1.38 g), there was obtained 1.85 g of the title compound. The reactants are [N+](=O)([O-])C1=C(C=CC(=C1)C1=C(C=CC=C1)C(F)(F)F)OC1=C(C=C(C=C1)C1=C(C=CC=C1)C(F)(F)F)[N+](=O)[O-] (2-Nitro-α,α,α-trifluoro-p-tolylphenyl ether), [H][H] (hydrogen). The reagents and catalysts are [Pt]=O (platinum oxide). Solvent: C(C)O (ethanol). Product: NC1=C(C=CC(=C1)C1=C(C=CC=C1)C(F)(F)F)OC1=C(C=C(C=C1)C1=C(C=CC=C1)C(F)(F)F)N (2-amino-α,α,α-trifluoro-p- tolyl phenylether). Isolated yield 49.3%. As a reaction SMILES: [N+:1]([C:4]1[CH:9]=[C:8]([C:10]2[CH:15]=[CH:14][CH:13]=[CH:12][C:11]=2[C:16]([F:19])([F:18])[F:17])[CH:7]=[CH:6][C:5]=1[O:20][C:21]1[CH:26]=[CH:25][C:24]([C:27]2[CH:32]=[CH:31][CH:30]=[CH:29][C:28]=2[C:33]([F:36])([F:35])[F:34])=[CH:23][C:22]=1[N+:37]([O-])=O)([O-])=O.[H][H]>C(O)C.[Pt]=O>[NH2:37][C:22]1[CH:23]=[C:24]([C:27]2[CH:32]=[CH:31][CH:30]=[CH:29][C:28]=2[C:33]([F:35])([F:36])[F:34])[CH:25]=[CH:26][C:21]=1[O:20][C:5]1[CH:6]=[CH:7][C:8]([C:10]2[CH:15]=[CH:14][CH:13]=[CH:12][C:11]=2[C:16]([F:17])([F:18])[F:19])=[CH:9][C:4]=1[NH2:1]. Procedure details: 2-Nitro-α,α,α-trifluoro-p-tolylphenyl ether (57.0 g., 0.209 mole) is dissolved in ethanol (200 ml.) and shaken in an atmosphere of hydrogen in a Parr apparatus in the presence of platinum oxide (100 mg.) until uptake is complete. The catalyst is removed by filtration and the solvent stripped off to give 2-amino-α,α,α-trifluoro-p- tolyl phenylether (50.3 g. 99%) which is used without further purification. Product: O=S(CCCCCCCCCC1c2ccc(O)cc2OCC1c1ccc(O)cc1)CCCC(F)(F)C(F)(F)F. Starting materials: C1CCOC1, O, Oc1ccc(C2COc3cc(O)ccc3C2CCCCCCCCCSCCCC(F)(F)C(F)(F)F)cc1. As a reaction SMILES: [CH2:40]1[O:41][CH2:42][CH2:43][CH2:44]1.[OH2:39].[OH:1][c:2]1[cH:3][cH:4][c:5]2[c:10]([cH:11]1)[O:9][CH2:8][CH:7]([c:12]1[cH:13][cH:14][c:15]([OH:18])[cH:16][cH:17]1)[CH:6]2[CH2:19][CH2:20][CH2:21][CH2:22][CH2:23][CH2:24][CH2:25][CH2:26][CH2:27][S:28][CH2:29][CH2:30][CH2:31][C:32]([C:33]([F:34])([F:35])[F:36])([F:37])[F:38]>>[OH:1][c:2]1[cH:3][cH:4][c:5]2[c:10]([cH:11]1)[O:9][CH2:8][CH:7]([c:12]1[cH:13][cH:14][c:15]([OH:18])[cH:16][cH:17]1)[CH:6]2[CH2:19][CH2:20][CH2:21][CH2:22][CH2:23][CH2:24][CH2:25][CH2:26][CH2:27][S:28]([CH2:29][CH2:30][CH2:31][C:32]([C:33]([F:34])([F:35])[F:36])([F:37])[F:38])=[O:39].